Dataset: the Open Reaction Database (ORD), a public repository of structured organic reaction records. Task: describe an organic reaction: reactants, conditions, products, and yield Starting materials: COc1ccc2c(Cl)nc(Nc3cc(C)[nH]n3)cc2c1, Fc1ccccc1S. Product: COc1ccc2c(Sc3ccccc3F)nc(Nc3cc(C)[nH]n3)cc2c1. Reaction SMILES: [Cl:9][c:10]1[n:11][c:12]([NH:22][c:23]2[n:24][nH:25][c:26]([CH3:28])[cH:27]2)[cH:13][c:14]2[cH:15][c:16]([O:20][CH3:21])[cH:17][cH:18][c:19]12.[F:1][c:2]1[c:3]([SH:8])[cH:4][cH:5][cH:6][cH:7]1>>[F:1][c:2]1[c:3]([S:8][c:10]2[n:11][c:12]([NH:22][c:23]3[n:24][nH:25][c:26]([CH3:28])[cH:27]3)[cH:13][c:14]3[cH:15][c:16]([O:20][CH3:21])[cH:17][cH:18][c:19]23)[cH:4][cH:5][cH:6][cH:7]1. The reactants are solution, Cl (hydrochloric acid), C(C)(C)(C)OC(=O)NCCCN1C(C(N(CC1)CC(=O)OC(C1=CC=CC=C1)C1=CC=CC=C1)=O)=O (diphenylmethyl [4-[3-(tert-butoxycarbonylamino)-propyl]-2,3-dioxopiperazin-1-yl]acetate). The solvent is O1CCOCC1 (dioxane), C(C)(=O)OCC (ethyl acetate). Yields the product Cl.NCCCN1C(C(N(CC1)CC(=O)OC(C1=CC=CC=C1)C1=CC=CC=C1)=O)=O (diphenylmethyl [4-(3-aminopropyl)-2,3-dioxopiperazin-1-yl]acetate hydrochloride). RXN SMILES: C(OC([NH:8][CH2:9][CH2:10][CH2:11][N:12]1[CH2:17][CH2:16][N:15]([CH2:18][C:19]([O:21][CH:22]([C:29]2[CH:34]=[CH:33][CH:32]=[CH:31][CH:30]=2)[C:23]2[CH:28]=[CH:27][CH:26]=[CH:25][CH:24]=2)=[O:20])[C:14](=[O:35])[C:13]1=[O:36])=O)(C)(C)C.[ClH:37]>C(OCC)(=O)C.O1CCOCC1>[ClH:37].[NH2:8][CH2:9][CH2:10][CH2:11][N:12]1[CH2:17][CH2:16][N:15]([CH2:18][C:19]([O:21][CH:22]([C:29]2[CH:30]=[CH:31][CH:32]=[CH:33][CH:34]=2)[C:23]2[CH:24]=[CH:25][CH:26]=[CH:27][CH:28]=2)=[O:20])[C:14](=[O:35])[C:13]1=[O:36] |f:4.5|. Procedure details: In 3 ml of ethyl acetate was dissolved 0.50 g of diphenylmethyl [4-[3-(tert-butoxycarbonylamino)-propyl]-2,3-dioxopiperazin-1-yl]acetate, followed by adding thereto 3.3 ml of a 1.5N solution of hydrochloric acid in dioxane, and the resulting mixture was stirred at room temperature for 3 hours. After completion of the reaction, the solvent was distilled off under reduced pressure to obtain 0.43 g of diphenylmethyl [4-(3-aminopropyl)-2,3-dioxopiperazin-1-yl]acetate hydrochloride as a yellow oil. Starting materials: C(C1=CC=CC=C1)Br (Benzyl bromide), C(CCC=C)(=O)O (4-pentenoic acid), C([O-])([O-])=O.[K+].[K+] (potassium carbonate). Reagents/catalysts: [I-].C(CCC)[N+](CCCC)(CCCC)CCCC (tetrabutylammonium iodide). Solvent: CC(=O)C (acetone). Run at time 2 day. Product: C(C1=CC=CC=C1)OC(CCC=C)=O (Pent-4-enoic acid benzyl ester). As a reaction SMILES: [CH2:1](Br)[C:2]1[CH:7]=[CH:6][CH:5]=[CH:4][CH:3]=1.[C:9]([OH:15])(=[O:14])[CH2:10][CH2:11][CH:12]=[CH2:13].C(=O)([O-])[O-].[K+].[K+]>CC(C)=O.[I-].C([N+](CCCC)(CCCC)CCCC)CCC>[CH2:1]([O:15][C:9](=[O:14])[CH2:10][CH2:11][CH:12]=[CH2:13])[C:2]1[CH:7]=[CH:6][CH:5]=[CH:4][CH:3]=1 |f:2.3.4,6.7|. Procedure: Benzyl bromide (7.19 g, 42.04 mmol) was added to a solution of 4-pentenoic acid (6) (5.05 g, 50.45 mmol, 1.2 eq.) in acetone (75 ml) at RT under N2. Anhydrous potassium carbonate (29.05 g, 210.19 mmol, 5.0 eq.) and tetrabutylammonium iodide (0.776 g, 2.102 mmol, 0.05 eq.) were added and the resulting suspension was stirred over 2 days. LCMS analysis showed mainly product. Product: CC=1C=C(N(CCO)CC)C=CC1N=NC1=C(C=C(C=C1)[N+](=O)[O-])OC (3-methyl-4-(2-methoxy-4-nitrophenylazo)-N-ethyl-N-hydroxyethylaniline). RXN SMILES: [CH3:1][O:2][C:3]1[CH:9]=[C:8]([N+:10]([O-:12])=[O:11])[CH:7]=[CH:6][C:4]=1[NH2:5].[N:13]([O-])=O.[Na+].[CH2:17]([N:19]([CH2:27][CH2:28][OH:29])[C:20]1[CH:25]=[CH:24][CH:23]=[C:22]([CH3:26])[CH:21]=1)[CH3:18]>>[CH3:26][C:22]1[CH:21]=[C:20]([CH:25]=[CH:24][C:23]=1[N:13]=[N:5][C:4]1[CH:6]=[CH:7][C:8]([N+:10]([O-:12])=[O:11])=[CH:9][C:3]=1[O:2][CH3:1])[N:19]([CH2:17][CH3:18])[CH2:27][CH2:28][OH:29] |f:1.2|. Starting materials: COC1=C(N)C=CC(=C1)[N+](=O)[O-] (2-methoxy-4-nitroaniline), N(=O)[O-].[Na+] (sodium nitrite), C(C)N(C1=CC(=CC=C1)C)CCO (N-ethyl-N-hydroxyethyl-m-toluidine). The yield is 96.0%. Procedure details: 16.8 g (0.1 mol) of 2-methoxy-4-nitroaniline was diazotized in a conventional manner using 7.0 g of sodium nitrite and subjected to coupling with 17.9 g (0.1 mol) of N-ethyl-N-hydroxyethyl-m-toluidine to obtain 34.4 g of 3-methyl-4-(2-methoxy-4-nitrophenylazo)-N-ethyl-N-hydroxyethylaniline. 17.9 g (0.05 mol) of the compound thus obtained was added to 50 ml of pyridine and then to the mixture was added little by little 29 g of p-toluenesulfonyl chloride at a temperature range between 10° C. and 1... Reactants: N(=[N+]=[N-])C1=C(C=C(C=C1)Cl)Cl (1-azido-2,4-dichloro-benzene), ClC=1C=CC(=C(C1)CC#N)OC ((5-chloro-2-methoxy-phenyl)-acetonitrile), C[O-].[Na+] (sodium methoxide), ice. The solvent is C(C)O (ethanol), C(C)O (ethanol), C(C)(=O)OCC (ethyl acetate). Reaction conditions: time 8 hour. Product: ClC=1C=CC(=C(C1)C1=C(N(N=N1)C1=C(C=C(C=C1)Cl)Cl)N)OC (5-(5-Chloro-2-methoxy-phenyl)-3-(2,4-dichloro-phenyl)-3H-[1,2,3]triazol-4-ylamine). Isolated yield 27.1%. Reaction SMILES: [N:1]([C:4]1[CH:9]=[CH:8][C:7]([Cl:10])=[CH:6][C:5]=1[Cl:11])=[N+:2]=[N-:3].[Cl:12][C:13]1[CH:14]=[CH:15][C:16]([O:22][CH3:23])=[C:17]([CH2:19][C:20]#[N:21])[CH:18]=1.C[O-].[Na+]>C(O)C.C(OCC)(=O)C>[Cl:12][C:13]1[CH:14]=[CH:15][C:16]([O:22][CH3:23])=[C:17]([C:19]2[N:3]=[N:2][N:1]([C:4]3[CH:9]=[CH:8][C:7]([Cl:10])=[CH:6][C:5]=3[Cl:11])[C:20]=2[NH2:21])[CH:18]=1 |f:2.3|. Reported procedure: To an ice-cooled and stirred mixture of 1-azido-2,4-dichloro-benzene (0.9 g, 1 eq) and commercial (5-chloro-2-methoxy-phenyl)-acetonitrile (1.04 g, 1.2 eq) in ethanol (10 ml) kept under nitrogen, a solution of sodium methoxide (0.388 g, 1.5 eq) in ethanol (10 ml) is added drop-wise (20 min). After the addition, the reaction mixture is allowed to reach room temperature spontaneously and stirring is then continued overnight at room temperature. The resulting reaction mixture is diluted with ethyl ...